This data is from the Open Reaction Database (ORD), a public repository of structured organic reaction records. The task is: describe an organic reaction: reactants, conditions, products, and yield Reactants: C[C@]12CC[C@@]3([C@@H]([C@H]2CCC2[C@]4(CC=C(C([C@@H]4CC[C@@]12C)(C)C)OS(=O)(=O)C(F)(F)F)C)[C@@H](CC3)C(=C)C)C(=O)OC ((1R,3aS,5aR,5bR,7aR,11aR,13aR,13bR)-methyl 5a,5b,8,8,11a-pentamethyl-1-(prop-1-en-2-yl)-9-(trifluoromethylsulfonyloxy)-2,3,3a,4,5,5a,5b,6,7,7a,8,11,11a,11b,12,13,13a,13b-octadecahydro-1H-cyclopenta[a]chrysene-3a-carboxylate), B(O)(O)C=1C=C(C(=O)O)C=CC1 (3-boronobenzoic acid), C([O-])([O-])=O.[Na+].[Na+] (sodium carbonate), COCCOC (DME). The reagents and catalysts are C=1C=CC(=CC1)[P](C=2C=CC=CC2)(C=3C=CC=CC3)[Pd]([P](C=4C=CC=CC4)(C=5C=CC=CC5)C=6C=CC=CC6)([P](C=7C=CC=CC7)(C=8C=CC=CC8)C=9C=CC=CC9)[P](C=1C=CC=CC1)(C=1C=CC=CC1)C=1C=CC=CC1 (Pd(Ph3P)4). The solvent is O (water). Run at temperature 100 celsius. The product is COC(=O)[C@]12[C@@H]([C@H]3CCC4[C@]5(CC=C(C([C@@H]5CC[C@]4([C@@]3(CC1)C)C)(C)C)C=1C=C(C(=O)O)C=CC1)C)[C@@H](CC2)C(=C)C (3-((1R,3aS,5aR,5bR,7aR,11aS,13aR,13bR)-3a-(methoxycarbonyl)-5a,5b,8,8,11a-pentamethyl-1-(prop-1-en-2-yl)-2,3,3a,4,5,5a,5b,6,7,7a,8,11,11a,11b,12,13,13a,13b-octadecahydro-1H-cyclopenta[a]chrysen-9-yl)benzoic acid). As a reaction SMILES: [CH3:1][C@:2]12[C@@:19]3([CH3:20])[CH:10]([C@:11]4([CH3:31])[C@@H:16]([CH2:17][CH2:18]3)[C:15]([CH3:22])([CH3:21])[C:14](OS(C(F)(F)F)(=O)=O)=[CH:13][CH2:12]4)[CH2:9][CH2:8][C@@H:7]1[C@H:6]1[C@H:32]([C:35]([CH3:37])=[CH2:36])[CH2:33][CH2:34][C@:5]1(C(OC)=O)[CH2:4][CH2:3]2.B([C:45]1[CH:46]=[C:47]([CH:51]=[CH:52][CH:53]=1)[C:48]([OH:50])=[O:49])(O)O.[C:54](=[O:57])([O-:56])[O-].[Na+].[Na+].[CH3:60]OCCOC>O.C1C=CC([P]([Pd]([P](C2C=CC=CC=2)(C2C=CC=CC=2)C2C=CC=CC=2)([P](C2C=CC=CC=2)(C2C=CC=CC=2)C2C=CC=CC=2)[P](C2C=CC=CC=2)(C2C=CC=CC=2)C2C=CC=CC=2)(C2C=CC=CC=2)C2C=CC=CC=2)=CC=1>[CH3:60][O:56][C:54]([C@:5]12[CH2:34][CH2:33][C@@H:32]([C:35]([CH3:37])=[CH2:36])[C@@H:6]1[C@@H:7]1[C@@:2]([CH3:1])([CH2:3][CH2:4]2)[C@@:19]2([CH3:20])[CH:10]([C@:11]3([CH3:31])[C@@H:16]([CH2:17][CH2:18]2)[C:15]([CH3:21])([CH3:22])[C:14]([C:45]2[CH:46]=[C:47]([CH:51]=[CH:52][CH:53]=2)[C:48]([OH:50])=[O:49])=[CH:13][CH2:12]3)[CH2:9][CH2:8]1)=[O:57] |f:2.3.4,^1:70,72,91,110|. Reported procedure: A mixture of (1R,3aS,5aR,5bR,7aR,11aR,13aR,13bR)-methyl 5a,5b,8,8,11a-pentamethyl-1-(prop-1-en-2-yl)-9-(trifluoromethylsulfonyloxy)-2,3,3a,4,5,5a,5b,6,7,7a,8,11,11a,11b,12,13,13a,13b-octadecahydro-1H-cyclopenta[a]chrysene-3a-carboxylate (240 mg, 0.399 mmol), 3-boronobenzoic acid (133 mg, 0.799 mmol), sodium carbonate (212 mg, 1.997 mmol) and Pd(Ph3P)4 (46.2 mg, 0.040 mmol) in DME (2.000 ml) and water (2 ml) was heated to 100° C. for 3 hours. TLC and LCMS indicated starting material was consumed,... Reactants: O=C(Cl)CCl, N#Cc1cnc2ccc(N)cc2c1Nc1cccc(Br)c1, C1CCOC1. The product is N#Cc1cnc2ccc(NC(=O)CCl)cc2c1Nc1cccc(Br)c1. Reaction SMILES: [Cl:1][CH2:2][C:3](=[O:4])[Cl:5].[NH2:6][c:7]1[cH:8][c:9]2[c:10]([NH:19][c:20]3[cH:21][c:22]([Br:26])[cH:23][cH:24][cH:25]3)[c:11]([C:17]#[N:18])[cH:12][n:13][c:14]2[cH:15][cH:16]1.[O:27]1[CH2:28][CH2:29][CH2:30][CH2:31]1>>[Cl:1][CH2:2][C:3](=[O:4])[NH:6][c:7]1[cH:8][c:9]2[c:10]([NH:19][c:20]3[cH:21][c:22]([Br:26])[cH:23][cH:24][cH:25]3)[c:11]([C:17]#[N:18])[cH:12][n:13][c:14]2[cH:15][cH:16]1. Starting materials: C([O-])(O)=O.[Na+] (sodium bicarbonate), C(C)(=O)O (Acetic acid), Cl.NC1=C(C(=O)NC2=CC=C(C=C2)N2CCN3CCC2CC3)C=CC=C1 (2-Amino-N-[4-(1,4-diaza-bicyclo[3.2.2]non-4-yl)-phenyl]-benzamide hydrochloric acid salt), C(C)(=O)[O-].[Na+] (sodium acetate). Run in O (water). Product: C(C)(=O)NC1=C(C(=O)NC2=CC=C(C=C2)N2CCN3CCC2CC3)C=CC=C1 (2-Acetylamino-N-[4-(1,4-diaza-bicyclo[3.2.2]non-4-yl)-phenyl]-benzamide). As a reaction SMILES: [C:1](O)(=[O:3])[CH3:2].Cl.[NH2:6][C:7]1[CH:30]=[CH:29][CH:28]=[CH:27][C:8]=1[C:9]([NH:11][C:12]1[CH:17]=[CH:16][C:15]([N:18]2[CH:24]3[CH2:25][CH2:26][N:21]([CH2:22][CH2:23]3)[CH2:20][CH2:19]2)=[CH:14][CH:13]=1)=[O:10].C([O-])(=O)C.[Na+].C(=O)(O)[O-].[Na+]>O>[C:1]([NH:6][C:7]1[CH:30]=[CH:29][CH:28]=[CH:27][C:8]=1[C:9]([NH:11][C:12]1[CH:13]=[CH:14][C:15]([N:18]2[CH:24]3[CH2:25][CH2:26][N:21]([CH2:22][CH2:23]3)[CH2:20][CH2:19]2)=[CH:16][CH:17]=1)=[O:10])(=[O:3])[CH3:2] |f:1.2,3.4,5.6|. Reported procedure: Acetic acid (2 ml) was added to a mixture of 2-Amino-N-[4-(1,4-diaza-bicyclo[3.2.2]non-4-yl)-phenyl]-benzamide hydrochloric acid salt (365 mg, 1.1 mmol), sodium acetate (4.4 g, 54.2 mmol) and water (100 ml) at 0° C. The mixture was made alkaline by adding saturated sodium bicarbonate (20 ml). The mixture was extracted with ethyl acetate (3×50 ml). The product was isolated. Yield 95 mg (23%). Mp. 191° C.